Dataset: the Open Reaction Database (ORD), a public repository of structured organic reaction records. Task: describe an organic reaction: reactants, conditions, products, and yield Reactants: CC1=C(C=CC(=C1)C)C(CC1=NN=NN1C)(O)C1=C(C=C(C=C1)C)C (1,1-bis(2,4-dimethylphenyl)-2-(1-methyl-1H-tetrazol-5-yl)ethanol), S(=O)(=O)(O)[O-].[K+] (potassium hydrogen sulfate). The solvent is C(Cl)Cl (methylene chloride). Reaction conditions: time 15 minute. Yields the product CC1=C(C=CC(=C1)C)C(=CC1=NN=NN1C)C1=C(C=C(C=C1)C)C (1,1-Bis(2,4-dimethylphenyl)-2-(1-methyl-1H-tetrazol-5-yl)ethene). Isolated yield 69.8%. RXN SMILES: [CH3:1][C:2]1[CH:7]=[C:6]([CH3:8])[CH:5]=[CH:4][C:3]=1[C:9]([C:18]1[CH:23]=[CH:22][C:21]([CH3:24])=[CH:20][C:19]=1[CH3:25])(O)[CH2:10][C:11]1[N:15]([CH3:16])[N:14]=[N:13][N:12]=1.S([O-])(O)(=O)=O.[K+]>C(Cl)Cl>[CH3:25][C:19]1[CH:20]=[C:21]([CH3:24])[CH:22]=[CH:23][C:18]=1[C:9]([C:3]1[CH:4]=[CH:5][C:6]([CH3:8])=[CH:7][C:2]=1[CH3:1])=[CH:10][C:11]1[N:15]([CH3:16])[N:14]=[N:13][N:12]=1 |f:1.2|. Reported procedure: A mixture of 1,1-bis(2,4-dimethylphenyl)-2-(1-methyl-1H-tetrazol-5-yl)ethanol (1.8 g, 5.4 mmoles) and potassium hydrogen sulfate (100 mg) was placed in an oil bath preheated to 190° C. After 15 minutes, the melt was cooled and methylene chloride added to the residue. The insolubles were removed and the solution evaporated. The residue was crystallized from isopropyl ether to give 1.2 g of the title compound; m.p.=143°-143.5° C. Starting materials: ClCCCl, CN(C)c1ccncc1, ClCCl, NC1CCN(C(c2ccccc2)c2ccccc2)C1=O, O=C(O)CN(c1ccccc1)c1ccccc1. The product is O=C(CN(c1ccccc1)c1ccccc1)NC1CCN(C(c2ccccc2)c2ccccc2)C1=O. RXN SMILES: [CH2:38]([Cl:39])[CH2:40][Cl:41].[CH3:45][N:46]([c:47]1[cH:48][cH:49][n:50][cH:51][cH:52]1)[CH3:53].[Cl:42][CH2:43][Cl:44].[NH2:1][CH:2]1[C:3](=[O:20])[N:4]([CH:7]([c:8]2[cH:9][cH:10][cH:11][cH:12][cH:13]2)[c:14]2[cH:15][cH:16][cH:17][cH:18][cH:19]2)[CH2:5][CH2:6]1.[c:21]1([N:27]([c:28]2[cH:29][cH:30][cH:31][cH:32][cH:33]2)[CH2:34][C:35](=[O:36])[OH:37])[cH:22][cH:23][cH:24][cH:25][cH:26]1>>[NH:1]([CH:2]1[C:3](=[O:20])[N:4]([CH:7]([c:8]2[cH:9][cH:10][cH:11][cH:12][cH:13]2)[c:14]2[cH:15][cH:16][cH:17][cH:18][cH:19]2)[CH2:5][CH2:6]1)[C:35]([CH2:34][N:27]([c:21]1[cH:22][cH:23][cH:24][cH:25][cH:26]1)[c:28]1[cH:29][cH:30][cH:31][cH:32][cH:33]1)=[O:36]. Starting materials: Cl.O1C2=C(OCCC1)C(=CC=C2)N2CCNCC2 (1-(3,4-dihydro-2H-benzo[b][1,4]dioxepin-6-yl)-piperazine hydrochloride), O=C1C=CC=2C=CC(=NC2N1)OCCCC=O (4-(7-oxo-7,8-dihydro-[1,8]naphthyridin-2-yloxy)-butyraldehyde). Product: O1C2=C(OCCC1)C(=CC=C2)N2CCN(CC2)CCCCOC2=CC=C1C=CC(NC1=N2)=O (7-{4-[4-(3,4-Dihydro-2H-benzo[b][1,4]dioxepin-6-yl)-piperazin-1-yl]-butoxy}-1H-[1,8]naphthyridin-2-one). Reaction SMILES: Cl.[O:2]1[CH2:8][CH2:7][CH2:6][O:5][C:4]2[C:9]([N:13]3[CH2:18][CH2:17][NH:16][CH2:15][CH2:14]3)=[CH:10][CH:11]=[CH:12][C:3]1=2.[O:19]=[C:20]1[NH:29][C:28]2[N:27]=[C:26]([O:30][CH2:31][CH2:32][CH2:33][CH:34]=O)[CH:25]=[CH:24][C:23]=2[CH:22]=[CH:21]1>>[O:2]1[CH2:8][CH2:7][CH2:6][O:5][C:4]2[C:9]([N:13]3[CH2:14][CH2:15][N:16]([CH2:34][CH2:33][CH2:32][CH2:31][O:30][C:26]4[N:27]=[C:28]5[C:23]([CH:22]=[CH:21][C:20](=[O:19])[NH:29]5)=[CH:24][CH:25]=4)[CH2:17][CH2:18]3)=[CH:10][CH:11]=[CH:12][C:3]1=2 |f:0.1|. Procedure: In a manner similar to that of other examples above, 1-(3,4-dihydro-2H-benzo[b][1,4]dioxepin-6-yl)-piperazine hydrochloride (J. Med. Chem. 1988, 31, 1934–1940) was coupled by reductive amination to 4-(7-oxo-7,8-dihydro-[1,8]naphthyridin-2-yloxy)-butyraldehyde followed by typical workup and purification to give the title compound. MS: APCI: M+1: 451.2 (Exact Mass: 450.23). The reactants are C(#N)C1=CC=C2C(C(=CN3C(CCC1=C23)C)C(=O)O)=O (8-cyano-6,7-dihydro-5-methyl-1-oxo-1H,5H-benzo[ij]quinolizine-2-carboxylic acid), [N-]=[N+]=[N-].[Na+] (sodium azide), [Cl-].[NH4+] (ammonium chloride), CN(C=O)C (N,N-dimethylformamide). The solvent is C(C)(=O)O (acetic acid), O (water). Run at temperature 120 celsius. The product is CC1CCC2=C3C(C(C(=CN13)C(=O)O)=O)=CC=C2C2=NN=NN2 (6,7-dihydro-5-methyl-1-oxo-8-(5-tetrazolyl)-1H,5H-benzo[ij]quinolizine-2-carboxylic acid). Reaction SMILES: [C:1]([C:3]1[C:14]2=[C:15]3[N:10]([CH:11]([CH3:16])[CH2:12][CH2:13]2)[CH:9]=[C:8]([C:17]([OH:19])=[O:18])[C:7](=[O:20])[C:6]3=[CH:5][CH:4]=1)#[N:2].[N-:21]=[N+:22]=[N-:23].[Na+].[Cl-].[NH4+].CN(C)C=O>C(O)(=O)C.O>[CH3:16][CH:11]1[N:10]2[C:15]3[C:6](=[CH:5][CH:4]=[C:3]([C:1]4[NH:23][N:22]=[N:21][N:2]=4)[C:14]=3[CH2:13][CH2:12]1)[C:7](=[O:20])[C:8]([C:17]([OH:19])=[O:18])=[CH:9]2 |f:1.2,3.4|. Procedure details: A mixture of 1.4 g (5 mmole) of 8-cyano-6,7-dihydro-5-methyl-1-oxo-1H,5H-benzo[ij]quinolizine-2-carboxylic acid, 0.75 g (11 mmole) of sodium azide, 0.6 g (11 mmole) of ammonium chloride and 50 ml of N,N-dimethylformamide was heated at 120° C. for three days in a sealed vessel followed by decantation into 100 ml of water. To this mixture was added 2 ml of glacial acetic acid, and the mixture was cooled. The solid was separated by filtration and recrystallized from aqueous N,N-dimethylformamide to... Starting materials: COc1cccc(C=O)c1OCCC(C)C, Cc1nc2sccn2c(=O)c1-c1ccc(C(F)(F)F)cc1, CC[O-], CCO, [Na+]. Yields the product COc1cccc(C=Cc2nc3sccn3c(=O)c2-c2ccc(C(F)(F)F)cc2)c1OCCC(C)C. Reaction SMILES: [CH2:22]([CH2:23][CH:24]([CH3:25])[CH3:26])[O:27][c:28]1[c:29]([CH:30]=[O:31])[cH:32][cH:33][cH:34][c:35]1[O:36][CH3:37].[CH3:1][c:2]1[n:3][c:4]2[n:5]([c:6](=[O:18])[c:7]1-[c:8]1[cH:9][cH:10][c:11]([C:14]([F:15])([F:16])[F:17])[cH:12][cH:13]1)[cH:19][cH:20][s:21]2.[CH3:39][CH2:40][O-:41].[CH3:42][CH2:43][OH:44].[Na+:38]>>[CH:1]([c:2]1[n:3][c:4]2[n:5]([c:6](=[O:18])[c:7]1-[c:8]1[cH:9][cH:10][c:11]([C:14]([F:15])([F:16])[F:17])[cH:12][cH:13]1)[cH:19][cH:20][s:21]2)=[CH:30][c:29]1[c:28]([O:27][CH2:22][CH2:23][CH:24]([CH3:25])[CH3:26])[c:35]([O:36][CH3:37])[cH:34][cH:33][cH:32]1. Starting materials: N#Cc1c[nH]c(C(=O)O)c1, CCN=C=NCCCN(C)C, CCN(C(C)C)C(C)C, ClCCl, CN1CC(c2ccc(N)c(C3=CCCCCC3)c2)CN(C)C1=O, On1nnc2ccccc21. Product: CN1CC(c2ccc(NC(=O)c3cc(C#N)c[nH]3)c(C3=CCCCCC3)c2)CN(C)C1=O. RXN SMILES: [C:24](#[N:25])[c:26]1[cH:27][c:28]([C:31](=[O:32])[OH:33])[nH:29][cH:30]1.[CH3:34][CH2:35][N:36]=[C:37]=[N:38][CH2:39][CH2:40][CH2:41][N:42]([CH3:43])[CH3:44].[CH:55]([N:56]([CH2:57][CH3:58])[CH:59]([CH3:60])[CH3:61])([CH3:62])[CH3:63].[Cl:64][CH2:65][Cl:66].[NH2:1][c:2]1[c:3]([C:17]2=[CH:18][CH2:19][CH2:20][CH2:21][CH2:22][CH2:23]2)[cH:4][c:5]([CH:8]2[CH2:9][N:10]([CH3:16])[C:11](=[O:15])[N:12]([CH3:14])[CH2:13]2)[cH:6][cH:7]1.[OH:45][n:46]1[c:47]2[c:48]([cH:49][cH:50][cH:51][cH:52]2)[n:53][n:54]1>>[NH:1]([c:2]1[c:3]([C:17]2=[CH:18][CH2:19][CH2:20][CH2:21][CH2:22][CH2:23]2)[cH:4][c:5]([CH:8]2[CH2:9][N:10]([CH3:16])[C:11](=[O:15])[N:12]([CH3:14])[CH2:13]2)[cH:6][cH:7]1)[C:31]([c:28]1[cH:27][c:26]([C:24]#[N:25])[cH:30][nH:29]1)=[O:32]. Conditions: time 8 hour. RXN SMILES: [C:1]([C:4]1[CH:9]=[CH:8][CH:7]=[CH:6][C:5]=1[C:10](=[O:43])[CH2:11][N:12]1[C:21](=[O:22])[C:20]2[N:19]([CH2:23][CH:24]=[C:25]([CH3:27])[CH3:26])[C:18]([N:28]3[CH2:33][CH2:32][CH2:31][CH:30]([NH:34][C:35]([O:37][C:38]([CH3:41])([CH3:40])[CH3:39])=[O:36])[CH2:29]3)=[N:17][C:16]=2[N:15]([CH3:42])[C:13]1=[O:14])([OH:3])=O.C(=O)([O-])[O-].[NH4+].[NH4+].[N:50]1(OC(N(C)C)=[N+](C)C)C2C=CC=CC=2N=N1.F[B-](F)(F)F.OC1C2N=NNC=2C=CC=1>O1CCCC1.C(OCC)(=O)C.C(N(CC)CC)C>[OH:43][C:10]1([CH2:11][N:12]2[C:21](=[O:22])[C:20]3[N:19]([CH2:23][CH:24]=[C:25]([CH3:27])[CH3:26])[C:18]([N:28]4[CH2:33][CH2:32][CH2:31][CH:30]([NH:34][C:35]([O:37][C:38]([CH3:39])([CH3:40])[CH3:41])=[O:36])[CH2:29]4)=[N:17][C:16]=3[N:15]([CH3:42])[C:13]2=[O:14])[C:5]2[C:4](=[CH:9][CH:8]=[CH:7][CH:6]=2)[C:1](=[O:3])[NH:50]1 |f:1.2.3,4.5|. Procedure: A mixture of 250 mg of 1-[2-(2-carboxy-phenyl)-2-oxo-ethyl]-3-methyl-7-(3-methyl-2-buten-1-yl)-8-[3-(tert.-butyloxycarbonyl-amino)-piperidin-1-yl]-xanthine, 404 mg of ammonium carbonate, 135 mg of O-(benzotriazol-1-yl)-N,N,N′,N′-tetramethyluronium-tetrafluoroborate, 57 mg of hydroxybenzotriazole and 59 μl of triethylamine in 3 ml of tetrahydrofuran is stirred for eight hours at ambient temperature. For working up the reaction mixture is diluted with 30 ml of ethyl acetate and washed with 10% cit... The product is OC1(NC(C2=CC=CC=C12)=O)CN1C(=O)N(C=2N=C(N(C2C1=O)CC=C(C)C)N1CC(CCC1)NC(=O)OC(C)(C)C)C (1-[(1-hydroxy-3-oxo-2,3-dihydro-1H-isoindol-1-yl)methyl]-3-methyl-7-(3-methyl-2-buten-1-yl)-8-[3-(tert.-butyloxycarbonyl-amino)-piperidin-1-yl]-xanthine). Run in C(C)(=O)OCC (ethyl acetate), O1CCCC1 (tetrahydrofuran), C(C)N(CC)CC (triethylamine). Reactants: C(=O)(O)C1=C(C=CC=C1)C(CN1C(=O)N(C=2N=C(N(C2C1=O)CC=C(C)C)N1CC(CCC1)NC(=O)OC(C)(C)C)C)=O (1-[2-(2-carboxy-phenyl)-2-oxo-ethyl]-3-methyl-7-(3-methyl-2-buten-1-yl)-8-[3-(tert.-butyloxycarbonyl-amino)-piperidin-1-yl]-xanthine), C([O-])([O-])=O.[NH4+].[NH4+] (ammonium carbonate), N1(N=NC2=C1C=CC=C2)OC(=[N+](C)C)N(C)C.F[B-](F)(F)F (O-(benzotriazol-1-yl)-N,N,N′,N′-tetramethyluronium tetrafluoroborate), OC1=CC=CC=2NN=NC21 (hydroxybenzotriazole).